From a dataset of the Open Reaction Database (ORD), a public repository of structured organic reaction records. describe an organic reaction: reactants, conditions, products, and yield The reactants are O=C1OC(CO)CN1c1ccc(-c2ccc(-n3cncn3)nc2)c(F)c1, c1c[nH]nn1. Product: O=C1OC(Cn2ccnn2)CN1c1ccc(-c2ccc(-n3cncn3)nc2)c(F)c1. Reaction SMILES: [n:6]1(-[c:11]2[n:12][cH:13][c:14](-[c:17]3[c:18]([F:31])[cH:19][c:20]([N:23]4[C:24](=[O:30])[O:25][CH:26]([CH2:28][OH:29])[CH2:27]4)[cH:21][cH:22]3)[cH:15][cH:16]2)[n:7][cH:8][n:9][cH:10]1.[nH:1]1[n:2][n:3][cH:4][cH:5]1>>[n:1]1([CH2:28][CH:26]2[O:25][C:24](=[O:30])[N:23]([c:20]3[cH:19][c:18]([F:31])[c:17](-[c:14]4[cH:13][n:12][c:11](-[n:6]5[n:7][cH:8][n:9][cH:10]5)[cH:16][cH:15]4)[cH:22][cH:21]3)[CH2:27]2)[n:2][n:3][cH:4][cH:5]1. As a reaction SMILES: I[CH2:2][CH2:3][CH2:4][O:5][C:6]1[CH:11]=[CH:10][C:9]([NH:12][CH:13]=[C:14]2[C:22]3[C:17](=[CH:18][CH:19]=[CH:20][CH:21]=3)[NH:16][C:15]2=[O:23])=[CH:8][CH:7]=1.Cl.[F:25][CH:26]1[CH2:30][CH2:29][NH:28][CH2:27]1>>[F:25][CH:26]1[CH2:30][CH2:29][N:28]([CH2:2][CH2:3][CH2:4][O:5][C:6]2[CH:11]=[CH:10][C:9]([NH:12][CH:13]=[C:14]3[C:22]4[C:17](=[CH:18][CH:19]=[CH:20][CH:21]=4)[NH:16][C:15]3=[O:23])=[CH:8][CH:7]=2)[CH2:27]1 |f:1.2|. Procedure: In a manner similar to that described in Example 217, 3-{[4-(3-Iodo-propoxy)-phenylamino]-methylene}-1,3-dihydro-indol-2-one and 3-fluoro-pyrrolidine hydrochloride (226 mg, 1.2 equiv.) (prepared by the method of Giardina, G et al, Synlett (1995), (1), 55–7) are converted to the named compound as a slightly brownish yellow solid (258 mg, 45%). Yields the product FC1CN(CC1)CCCOC1=CC=C(C=C1)NC=C1C(NC2=CC=CC=C12)=O (3-({4-[3-(3-Fluoro-pyrrolidin-1-yl)-propoxy]-phenylamino}-methylene)-1,3-dihydro-indol-2-one). The reactants are ICCCOC1=CC=C(C=C1)NC=C1C(NC2=CC=CC=C12)=O (3-{[4-(3-Iodo-propoxy)-phenylamino]-methylene}-1,3-dihydro-indol-2-one), Cl.FC1CNCC1 (3-fluoro-pyrrolidine hydrochloride), solid. Starting materials: C1CCOC1, Cc1cc(C)c(C(C)(C)O)c(C)c1. Yields the product C=C(C)c1c(C)cc(C)cc1C. Reaction SMILES: [CH2:14]1[O:15][CH2:16][CH2:17][CH2:18]1.[c:1]1([CH3:13])[c:2]([C:9]([CH3:10])([CH3:11])[OH:12])[c:3]([CH3:8])[cH:4][c:5]([CH3:7])[cH:6]1>>[c:1]1([CH3:13])[c:2]([C:9](=[CH2:10])[CH3:11])[c:3]([CH3:8])[cH:4][c:5]([CH3:7])[cH:6]1.